Dataset: the Open Reaction Database (ORD), a public repository of structured organic reaction records. Task: describe an organic reaction: reactants, conditions, products, and yield Reactants: NC1=CC=NC=C1 (4-Aminopyridine), C1(=CC=CC=C1)CC(CC1=CC=CC=C1)OC1=CC=C(C(=O)Cl)C=C1 (4-(1,3-diphenyl-2-propoxy)benzoyl chloride). The product is C1(=CC=CC=C1)CC(CC1=CC=CC=C1)OC1=CC=C(C(=O)NC2=CC=NC=C2)C=C1 (4-(1,3-diphenyl-2-propoxy)-N-(4-pyridyl)benzamide). Reaction SMILES: [NH2:1][C:2]1[CH:7]=[CH:6][N:5]=[CH:4][CH:3]=1.[C:8]1([CH2:14][CH:15]([O:23][C:24]2[CH:32]=[CH:31][C:27]([C:28](Cl)=[O:29])=[CH:26][CH:25]=2)[CH2:16][C:17]2[CH:22]=[CH:21][CH:20]=[CH:19][CH:18]=2)[CH:13]=[CH:12][CH:11]=[CH:10][CH:9]=1>>[C:8]1([CH2:14][CH:15]([O:23][C:24]2[CH:25]=[CH:26][C:27]([C:28]([NH:1][C:2]3[CH:7]=[CH:6][N:5]=[CH:4][CH:3]=3)=[O:29])=[CH:31][CH:32]=2)[CH2:16][C:17]2[CH:22]=[CH:21][CH:20]=[CH:19][CH:18]=2)[CH:9]=[CH:10][CH:11]=[CH:12][CH:13]=1. Procedure details: 4-Aminopyridine 17-7 (0.471 g, 5 mmol) was acylated with 17-6 (1.75 g, 5 mmol) using the conditions of Example 13. The amide 17-8 was obtained as a solid foam. Starting materials: C1(=CC=CC=C1)C (toluene), COC(=O)C1CCCCCC=CC2CC2(NC(C2CC(CN2C(N1)=O)OC1=CC(=NC2=CC(=CC=C12)OC)C1=CC=CC=C1)=O)C(=O)OCC (19-(7-Methoxy-2-phenyl-quinolin-4-yloxy)-2,16-dioxo-3,15,17-triaza-tricyclo[15.3.0.0*4,6*]icos-7-ene-4,14-dicarboxylic acid 4-ethyl ester 14 methyl ester), [OH-].[Li+] (Lithium hydroxide), C(C)(=O)O (acetic acid), crude product. Solvent: O (water), O1CCOCC1 (dioxane). Reaction conditions: time 3.5 hour. Product: C(C)OC(=O)N1C(C2CC(CN2C(NC(CCCCCC=CC2CC12)C(=O)O)=O)OC1=CC(=NC2=CC(=CC=C12)OC)C1=CC=CC=C1)=O (19-(7-Methoxy-2-phenyl-quinolin-4-yloxy)-2,16-dioxo-3,15,17-triaza-tricyclo[15.3.0.0*4,6*]icos-7-ene-3,14-dicarboxylic acid 3-ethyl ester). As a reaction SMILES: C[O:2][C:3]([CH:5]1[NH:24][C:23](=[O:25])[N:22]2[CH:18]([CH2:19][CH:20]([O:26][C:27]3[C:36]4[C:31](=[CH:32][C:33]([O:37][CH3:38])=[CH:34][CH:35]=4)[N:30]=[C:29]([C:39]4[CH:44]=[CH:43][CH:42]=[CH:41][CH:40]=4)[CH:28]=3)[CH2:21]2)[C:17](=[O:45])[NH:16][C:15]2(C(OCC)=O)[CH:13]([CH2:14]2)[CH:12]=[CH:11][CH2:10][CH2:9][CH2:8][CH2:7][CH2:6]1)=[O:4].[OH-:51].[Li+].[C:53]([OH:56])(=O)C.[C:57]1(C)C=CC=C[CH:58]=1>O1CCOCC1.O>[CH2:57]([O:51][C:53]([N:16]1[CH:15]2[CH:13]([CH2:14]2)[CH:12]=[CH:11][CH2:10][CH2:9][CH2:8][CH2:7][CH2:6][CH:5]([C:3]([OH:2])=[O:4])[NH:24][C:23](=[O:25])[N:22]2[CH:18]([CH2:19][CH:20]([O:26][C:27]3[C:36]4[C:31](=[CH:32][C:33]([O:37][CH3:38])=[CH:34][CH:35]=4)[N:30]=[C:29]([C:39]4[CH:44]=[CH:43][CH:42]=[CH:41][CH:40]=4)[CH:28]=3)[CH2:21]2)[C:17]1=[O:45])=[O:56])[CH3:58] |f:1.2|. Procedure details: Compound 128 (120 mg, 0.175 mmol) was dissolved in dioxane (9 ml) and water (6 ml). Lithium hydroxide (12 mg, 0.526 mmol) was added and the reaction was stirred at room temperature for 3.5 h. The mixture was acidified with acetic acid to pH=5, and co-evaporated with toluene. The crude product was used in the next step. MS (M+H+) 671 Starting materials: O1C(OCC1)C1=CC(=C(C=C1C)N)C (4-[1,3]dioxolan-2-yl-2,5-dimethylphenylamine), ClCCl (dichloromethane), C(C)(C)N(CC)C(C)C (diisopropylethylamine), C(C=C)(=O)Cl (Acryloyl chloride). The solvent is O (water). Reaction conditions: time 30 minute. Product: O1C(OCC1)C1=CC(=C(C=C1C)NC(C=C)=O)C (N-(4-[1,3]dioxolan-2-yl-2,5-dimethylphenyl)acrylamide). The yield is 43.2%. Reaction SMILES: [O:1]1[CH2:5][CH2:4][O:3][CH:2]1[C:6]1[C:11]([CH3:12])=[CH:10][C:9]([NH2:13])=[C:8]([CH3:14])[CH:7]=1.ClCCl.C(N(C(C)C)CC)(C)C.[C:27](Cl)(=[O:30])[CH:28]=[CH2:29]>O>[O:1]1[CH2:5][CH2:4][O:3][CH:2]1[C:6]1[C:11]([CH3:12])=[CH:10][C:9]([NH:13][C:27](=[O:30])[CH:28]=[CH2:29])=[C:8]([CH3:14])[CH:7]=1. Reported procedure: To a 500 mL round-bottom flask was added crude 4-[1,3]dioxolan-2-yl-2,5-dimethylphenylamine (5.6 g, 29 mmol), dichloromethane (100 mL) and diisopropylethylamine (7.6 mL, 43.5 mmol). The resulting mixture was stirred at room temperature until the ingredients dissolved and then the mixture was cooled to 0° C. Acryloyl chloride (2.35 mL, 29 mmol) was then added dropwise over a 5 minute period. The reaction mixture was stirred at 0° C. to 5° C. for 1 hour and then water (50 mL) was added and stirrin... Reactants: NC1=C(C(=NN1)C1=CC=C(C=C1)F)C1=CC=NC=C1 (5-amino-3-(4-fluorophenyl)-4-(pyridin-4-yl)pyrazole), FC1=CC=C(C=C1)C(C(O)C1=CC=C(C=C1)F)=O (1,2-bis-(4-fluorophenyl)-2-hydroxyethan-1-one), Cl (hydrochloric acid). Run in C(C)O (ethanol). Yields the product Cl.FC1=CC=C(C=C1)C=1NC=2N(N=C(C2C2=CC=NC=C2)C2=CC=C(C=C2)F)C1C1=CC=C(C=C1)F (2,3,6-tris-(4-fluorophenyl)-7-(pyridin-4-yl)-1H-imidazo[1,2-b]pyrazole hydrochloride). Reaction SMILES: [NH2:1][C:2]1[NH:6][N:5]=[C:4]([C:7]2[CH:12]=[CH:11][C:10]([F:13])=[CH:9][CH:8]=2)[C:3]=1[C:14]1[CH:19]=[CH:18][N:17]=[CH:16][CH:15]=1.[F:20][C:21]1[CH:26]=[CH:25][C:24]([C:27](=O)[CH:28]([C:30]2[CH:35]=[CH:34][C:33]([F:36])=[CH:32][CH:31]=2)O)=[CH:23][CH:22]=1.[ClH:38]>C(O)C>[ClH:38].[F:20][C:21]1[CH:22]=[CH:23][C:24]([C:27]2[NH:1][C:2]3[N:6]([C:28]=2[C:30]2[CH:31]=[CH:32][C:33]([F:36])=[CH:34][CH:35]=2)[N:5]=[C:4]([C:7]2[CH:12]=[CH:11][C:10]([F:13])=[CH:9][CH:8]=2)[C:3]=3[C:14]2[CH:19]=[CH:18][N:17]=[CH:16][CH:15]=2)=[CH:25][CH:26]=1 |f:4.5|. Reported procedure: A mixture of 5-amino-3-(4-fluorophenyl)-4-(pyridin-4-yl)pyrazole (100 mg), 1,2-bis-(4-fluorophenyl)-2-hydroxyethan-1-one (167 mg) and concentrated hydrochloric acid (1 ml) in ethanol was refluxed for 5 hours. The reaction mixture was concentrated in vacuo and the obtained crystalline was washed with hot ethanol to give 2,3,6-tris-(4-fluorophenyl)-7-(pyridin-4-yl)-1H-imidazo[1,2-b]pyrazole hydrochloride (50 mg).